From a dataset of the Open Reaction Database (ORD), a public repository of structured organic reaction records. describe an organic reaction: reactants, conditions, products, and yield The reactants are C(Cl)Cl (CH2Cl2), [NH4+].[OH-] (NH4OH), C1(=CC=C(C=C1)S(=O)(=O)Cl)C (p-toluenesulfonyl chloride), C(C1=CC=CC=C1)NN1C(=NC=2C=[N+](C=3C=CC=CC3C21)[O-])CCCC (N-benzyl(2-butyl-5-oxido-1H-imidazo[4,5-c]quinolin-1-yl)amine). Run in ClCCCl (1,2-dichloroethane). Conditions: temperature 70 celsius, time 2 hour. Yields the product C(C1=CC=CC=C1)NN1C(=NC=2C(=NC=3C=CC=CC3C21)N)CCCC (N-benzyl-2-butyl-1H-imidazo[4,5-c]quinoline-1,4-diamine). RXN SMILES: [CH2:1]([NH:8][N:9]1[C:21]2[C:20]3[CH:19]=[CH:18][CH:17]=[CH:16][C:15]=3[N+:14]([O-])=[CH:13][C:12]=2[N:11]=[C:10]1[CH2:23][CH2:24][CH2:25][CH3:26])[C:2]1[CH:7]=[CH:6][CH:5]=[CH:4][CH:3]=1.[NH4+:27].[OH-].C1(C)C=CC(S(Cl)(=O)=O)=CC=1.C(Cl)Cl>ClCCCl>[CH2:1]([NH:8][N:9]1[C:21]2[C:20]3[CH:19]=[CH:18][CH:17]=[CH:16][C:15]=3[N:14]=[C:13]([NH2:27])[C:12]=2[N:11]=[C:10]1[CH2:23][CH2:24][CH2:25][CH3:26])[C:2]1[CH:7]=[CH:6][CH:5]=[CH:4][CH:3]=1 |f:1.2|. Procedure: A solution of N-benzyl(2-butyl-5-oxido-1H-imidazo[4,5-c]quinolin-1-yl)amine (393 mg, 1.14 mmol) in 20 mL of 1,2-dichloroethane was placed in a pressure vessel and heated to 70° C. The rapidly stirred solution was then treated with 5 mL of concentrated NH4OH solution and p-toluenesulfonyl chloride (239 mg, 1.25 mmol), the reaction vessel was capped, and heating was continued for 2 h. The reaction mixture was then cooled to ambient temperature and treated with 50 mL of CH2Cl2. The reaction mixture... Reactants: O=C(O)c1cc(OCc2ccccc2)c(-c2ccccc2)c([N+](=O)[O-])c1, CC(C)CCSc1cc(C(=O)O)cc([N+](=O)[O-])c1-c1ccccc1, O. Product: CC(C)CCSc1cc(C(=O)O)cc(N)c1-c1ccccc1. Reaction SMILES: [CH2:1]([O:2][c:3]1[cH:4][c:5]([C:18]([OH:19])=[O:20])[cH:6][c:7]([N+:8]([O-:9])=[O:10])[c:11]1-[c:12]1[cH:13][cH:14][cH:15][cH:16][cH:17]1)[c:21]1[cH:22][cH:23][cH:24][cH:25][cH:26]1.[CH2:27]([CH2:28][CH:29]([CH3:30])[CH3:31])[S:32][c:33]1[cH:34][c:35]([C:36](=[O:37])[OH:38])[cH:39][c:40]([N+:48]([O-:49])=[O:50])[c:41]1-[c:42]1[cH:43][cH:44][cH:45][cH:46][cH:47]1.[OH2:51]>>[CH2:27]([CH2:28][CH:29]([CH3:30])[CH3:31])[S:32][c:33]1[cH:34][c:35]([C:36](=[O:37])[OH:38])[cH:39][c:40]([NH2:48])[c:41]1-[c:42]1[cH:43][cH:44][cH:45][cH:46][cH:47]1. Reactants: BrCCBr, CCO, [K+], [K+], [OH-], O=C([O-])c1cccc2ccccc12, Oc1cccc2ccccc12. Yields the product BrCCOc1cccc2ccccc12. Reaction SMILES: [Br:28][CH2:29][CH2:30][Br:31].[CH3:32][CH2:33][OH:34].[K+:13].[K+:27].[OH-:12].[c:14]1([C:15]([O-:16])=[O:17])[c:18]2[c:19]([cH:20][cH:21][cH:22][cH:23]2)[cH:24][cH:25][cH:26]1.[c:1]1([OH:11])[cH:2][cH:3][cH:4][c:5]2[cH:6][cH:7][cH:8][cH:9][c:10]12>>[c:1]1([O:11][CH2:30][CH2:29][Br:28])[cH:2][cH:3][cH:4][c:5]2[cH:6][cH:7][cH:8][cH:9][c:10]12. The reactants are CC1=CN=C(S1)C1=NC=CC(=C1)CO ((2-(5-methylthiazol-2-yl)pyridin-4-yl)methanol). The reagents and catalysts are O=[Mn]=O (MnO2). The solvent is ClCCCl (DCE). Yields the product CC1=CN=C(S1)C=1C=C(C=O)C=CN1 (2-(5-methylthiazol-2-yl)isonicotinaldehyde). As a reaction SMILES: [CH3:1][C:2]1[S:6][C:5]([C:7]2[CH:12]=[C:11]([CH2:13][OH:14])[CH:10]=[CH:9][N:8]=2)=[N:4][CH:3]=1>ClCCCl.O=[Mn]=O>[CH3:1][C:2]1[S:6][C:5]([C:7]2[CH:12]=[C:11]([CH:10]=[CH:9][N:8]=2)[CH:13]=[O:14])=[N:4][CH:3]=1. Procedure: A solution of (2-(5-methylthiazol-2-yl)pyridin-4-yl)methanol (1.910 g; 9.26 mmol) in anh. DCE (80 ml) was treated with MnO2 (4.025 g; 46.30 mmol), and the resulting mixture was heated at reflux, under nitrogen, for 1.5 h. After cooling to rt, the resulting reaction mixture was filtered over celite, and the separated solids were washed with DCM. The filtrate was concentrated to dryness under reduced pressure giving 2-(5-methylthiazol-2-yl)isonicotinaldehyde as an off-white solid. LC-MS (condition... Reactants: NCC1=NC(=C2N=CN(C2=N1)[C@@H]1O[C@@H]([C@H]([C@H]1O)O)COC)NCC(C1=CC=CC=C1)C1=CC=CC=C1 ((2R,3R,4S,5R)-2-{2-(aminomethyl)-6-[(2,2-diphenylethyl)amino}-9H-purin-9-yl}-5-(methoxymethyl)tetrahydro-3,4-furandiol), C(C)(=O)O[BH-](OC(C)=O)OC(C)=O.[Na+] (sodium triacetoxyborohydnde), C(C)(C)OC1=CC=C(C=O)C=C1 (4-isopropoxybenzaldehyde). Run in O1CCCC1 (tetrahydrofuran). The product is C1(=CC=CC=C1)C(CNC1=C2N=CN(C2=NC(=N1)CNCC1=CC=C(C=C1)OC(C)C)[C@@H]1O[C@@H]([C@H]([C@H]1O)O)COC)C1=CC=CC=C1 ((2R,3R,4S,5R)-2-(6-[(2,2-Diphenylethyl)amino]-2-{[(4-isopropoxybenzyl)amino]methyl}-9H-purin-9-yl)-5-(methoxymethyl)tetrahydro-3,4-furandiol). The yield is 18.0%. As a reaction SMILES: [NH2:1][CH2:2][C:3]1[N:11]=[C:10]2[C:6]([N:7]=[CH:8][N:9]2[C@H:12]2[C@H:16]([OH:17])[C@H:15]([OH:18])[C@@H:14]([CH2:19][O:20][CH3:21])[O:13]2)=[C:5]([NH:22][CH2:23][CH:24]([C:31]2[CH:36]=[CH:35][CH:34]=[CH:33][CH:32]=2)[C:25]2[CH:30]=[CH:29][CH:28]=[CH:27][CH:26]=2)[N:4]=1.C(O[BH-](OC(=O)C)OC(=O)C)(=O)C.[Na+].[CH:51]([O:54][C:55]1[CH:62]=[CH:61][C:58]([CH:59]=O)=[CH:57][CH:56]=1)([CH3:53])[CH3:52]>O1CCCC1>[C:25]1([CH:24]([C:31]2[CH:36]=[CH:35][CH:34]=[CH:33][CH:32]=2)[CH2:23][NH:22][C:5]2[N:4]=[C:3]([CH2:2][NH:1][CH2:59][C:58]3[CH:61]=[CH:62][C:55]([O:54][CH:51]([CH3:53])[CH3:52])=[CH:56][CH:57]=3)[N:11]=[C:10]3[C:6]=2[N:7]=[CH:8][N:9]3[C@H:12]2[C@H:16]([OH:17])[C@H:15]([OH:18])[C@@H:14]([CH2:19][O:20][CH3:21])[O:13]2)[CH:26]=[CH:27][CH:28]=[CH:29][CH:30]=1 |f:1.2|. Reported procedure: The title compound was prepared by a similar method to example 5 using (2R,3R,4S,5R)-2-{2-(aminomethyl)-6-[(2,2-diphenylethyl)amino}-9H-purin-9-yl}-5-(methoxymethyl)tetrahydro-3,4-furandiol (example 1) (225 mg, 0.46 mmol), sodium triacetoxyborohydnde (212 mg, 1.0 mmol) and 4-isopropoxybenzaldehyde (84 mg, 0.51 mmol) in tetrahydrofuran (15 ml). The product was purified by column chromatography on silica gel eluting with a solvent system of dichloromethane:methanol:ammonia (95:5:0.5). This gave th... Starting materials: C1COCCOCCOCCOCCOCCO1 (18-crown-6), CC(C)([O-])C.[K+] (Potassium tert. butoxide), C(C(=C)C)(=O)O (methacrylic acid), C(OCC)(OC(C)Cl)=O (Ethyl 1-chloroethyl Carbonate). The solvent is CN(C)C=O (DMF). Reaction conditions: time 3 day. The product is C(OCC)(OC(C)OC(C(=C)C)=O)=O (Ethyl 1-methacryloyloxyethyl Carbonate). The yield is 37.5%. RXN SMILES: CC(C)([O-])C.[K+].[C:7]([OH:12])(=[O:11])[C:8]([CH3:10])=[CH2:9].[C:13](=[O:21])([O:17][CH:18](Cl)[CH3:19])[O:14][CH2:15][CH3:16].C1OCCOCCOCCOCCOCCOC1>CN(C=O)C>[C:13](=[O:21])([O:17][CH:18]([O:11][C:7](=[O:12])[C:8]([CH3:10])=[CH2:9])[CH3:19])[O:14][CH2:15][CH3:16] |f:0.1|. Reported procedure: Potassium tert. butoxide (3.70 g, 0.033 mol) was added to a solution of methacrylic acid (2.84 g, 0.033 mol) in DMF (100 ml). Ethyl 1-chloroethyl carbonate (5.08 g, 0.033 mol) from Example 9 above was added to the resulting suspension. 18-crown-6 (0.61 g, 2.3 mmol) was then added and the reaction mixture was left with stirring at room temperature for 3 days. The reaction mixture was filtered and the solvent was removed under reduced pressure. The residue was dissolved in chloroform (100 ml) and ... Starting materials: COC(=O)c1c[nH]c(=O)c(Br)c1, CC(C)NC(C)C, [Na+], [Na+], [Na+], CN(C)C=O, O, O, OB(O)c1ccc(F)cc1, O=S(=O)([O-])c1cccc(P(c2cccc(S(=O)(=O)[O-])c2)c2cccc(S(=O)(=O)[O-])c2)c1. Product: COC(=O)c1c[nH]c(=O)c(-c2ccc(F)cc2)c1. As a reaction SMILES: [Br:1][c:2]1[cH:3][c:4]([C:9](=[O:10])[O:11][CH3:12])[cH:5][nH:6][c:7]1=[O:8].[CH:58]([NH:59][CH:60]([CH3:61])[CH3:62])([CH3:63])[CH3:64].[Na+:23].[Na+:56].[Na+:57].[O:65]=[CH:66][N:67]([CH3:68])[CH3:69].[OH2:24].[OH2:70].[OH:13][B:14]([OH:15])[c:16]1[cH:17][cH:18][c:19]([F:20])[cH:21][cH:22]1.[S:25]([c:26]1[cH:27][c:28]([P:29]([c:30]2[cH:31][cH:32][cH:33][c:34]([S:35]([O-:36])(=[O:37])=[O:38])[cH:39]2)[c:40]2[cH:41][cH:42][cH:43][c:44]([S:45]([O-:46])(=[O:47])=[O:48])[cH:49]2)[cH:50][cH:51][cH:52]1)([O-:53])(=[O:54])=[O:55]>>[c:2]1(-[c:16]2[cH:17][cH:18][c:19]([F:20])[cH:21][cH:22]2)[cH:3][c:4]([C:9](=[O:10])[O:11][CH3:12])[cH:5][nH:6][c:7]1=[O:8]. The reactants are C[Si](C)(C)C#N (trimethylsilyl cyanide), ClC1=CC=C(C=C1)C(CC)=O (4′-chloropropiophenone), N (NH3). Reagents/catalysts: CC(C)[O-].CC(C)[O-].CC(C)[O-].CC(C)[O-].[Ti+4] (tetraisopropyl orthotitanate). Solvent: CO (MeOH), CO (MeOH). Reaction conditions: time 1 hour. Yields the product NC(C#N)(CC)C1=CC=C(C=C1)Cl ((RS)-2-Amino-2-(4-chloro-phenyl)-butyronitrile). As a reaction SMILES: [Cl:1][C:2]1[CH:7]=[CH:6][C:5]([C:8](=O)[CH2:9][CH3:10])=[CH:4][CH:3]=1.[NH3:12].C[Si]([C:17]#[N:18])(C)C>CO.CC([O-])C.CC([O-])C.CC([O-])C.CC([O-])C.[Ti+4]>[NH2:12][C:8]([C:5]1[CH:6]=[CH:7][C:2]([Cl:1])=[CH:3][CH:4]=1)([CH2:9][CH3:10])[C:17]#[N:18] |f:4.5.6.7.8|. Procedure details: A solution of 4′-chloropropiophenone (5 g) in MeOH (20 ml) was treated under an argon atmosphere and at r.t. with 7M NH3 in MeOH (33.9 ml). Then, tetraisopropyl orthotitanate (10.54 ml) was added dropwise. The reaction mixture was stirred for 1 hr at r.t. Then, trimethylsilyl cyanide (3.72 ml) was added and stirring was continued at r.t. overnight. The reaction mixture was poured in ice and extracted with EtOAc. The organic layer was dried over MgSO4, filtered and concentrated. The crude (RS)-2-... The reactants are [OH-].[Na+] (sodium hydroxide), N1=C(Cl)N=C(Cl)N=C1Cl (cyanuric chloride), P(=O)(O)([O-])[O-].[Na+].[Na+] (disodium hydrogen phosphate), 48, C(C)(=O)NC1=C(C=CC(=C1)N)N=NC1=C(C=2C=CC=C(C2C=C1)S(=O)(=O)O)S(=O)(=O)O (2-(2-acetylamino-4-aminophenylazo)naphthalene-1,5-disulfonic acid). The solvent is O (water), O (water). The product is C(C)(=O)NC1=C(C=CC(=C1)NC1=NC(=NC(=N1)Cl)Cl)N=NC1=C(C=2C=CC=C(C2C=C1)S(=O)(=O)O)S(=O)(=O)O (2-[2-acetylamino-4-(4,6-dichloro-1,3,5-triazin-2-ylamino)phenylazo]-naphthalene-1,5-disulfonic acid), solution 2. Reaction SMILES: [N:1]1[C:8]([Cl:9])=[N:7][C:5]([Cl:6])=[N:4][C:2]=1Cl.P([O-])([O-])(O)=O.[Na+].[Na+].[C:17]([NH:20][C:21]1[CH:26]=[C:25]([NH2:27])[CH:24]=[CH:23][C:22]=1[N:28]=[N:29][C:30]1[CH:39]=[CH:38][C:37]2[C:36]([S:40]([OH:43])(=[O:42])=[O:41])=[CH:35][CH:34]=[CH:33][C:32]=2[C:31]=1[S:44]([OH:47])(=[O:46])=[O:45])(=[O:19])[CH3:18].[OH-].[Na+]>O>[C:17]([NH:20][C:21]1[CH:26]=[C:25]([NH:27][C:2]2[N:1]=[C:8]([Cl:9])[N:7]=[C:5]([Cl:6])[N:4]=2)[CH:24]=[CH:23][C:22]=1[N:28]=[N:29][C:30]1[CH:39]=[CH:38][C:37]2[C:36]([S:40]([OH:43])(=[O:42])=[O:41])=[CH:35][CH:34]=[CH:33][C:32]=2[C:31]=1[S:44]([OH:47])(=[O:45])=[O:46])(=[O:19])[CH3:18] |f:1.2.3,5.6|. Procedure: 19 parts of cyanuric chloride are stirred vigorously into 50 parts of water, with addition of a wetting agent and 5 parts of disodium hydrogen phosphate, at a temperature of 0° C. A neutral solution of 48 parts of 2-(2-acetylamino-4-aminophenylazo)naphthalene-1,5-disulfonic acid in 450 parts of water is added dropwise, during which the pH is kept at a value of 4.5 by addition of sodium hydroxide solution. A solution of 2-[2-acetylamino-4-(4,6-dichloro-1,3,5-triazin-2-ylamino)phenylazo]-naphthale...